This data is from the Open Reaction Database (ORD), a public repository of structured organic reaction records. The task is: describe an organic reaction: reactants, conditions, products, and yield The reactants are CC(C)(C)OC(=O)NC1CN(C(=O)C(C)(C)C)c2ccccc2N(CC(=O)C(C)(C)C)C1=O, ClC(Cl)Cl. Product: CC(C)(C)C(=O)CN1C(=O)C(N)CN(C(=O)C(C)(C)C)c2ccccc21. As a reaction SMILES: [C:1]([CH3:2])([CH3:3])([CH3:4])[C:5](=[O:6])[CH2:7][N:8]1[C:9](=[O:33])[CH:10]([NH:25][C:26]([O:27][C:28]([CH3:29])([CH3:30])[CH3:31])=[O:32])[CH2:11][N:12]([C:19]([C:20]([CH3:21])([CH3:22])[CH3:23])=[O:24])[c:13]2[c:14]1[cH:15][cH:16][cH:17][cH:18]2.[CH:34]([Cl:35])([Cl:36])[Cl:37]>>[C:1]([CH3:2])([CH3:3])([CH3:4])[C:5](=[O:6])[CH2:7][N:8]1[C:9](=[O:33])[CH:10]([NH2:25])[CH2:11][N:12]([C:19]([C:20]([CH3:21])([CH3:22])[CH3:23])=[O:24])[c:13]2[c:14]1[cH:15][cH:16][cH:17][cH:18]2. Starting materials: ClC1=CC=C(C=C1)N1N=C(C=C1)OC1=NC=CC=C1C(C(=O)OC)=O (methyl [2-(1-(4-chlorophenyl)-3-pyrazolyloxy)pyridin-3-yl]glyoxylate), O (water), [Cl-].COC[P+](C1=CC=CC=C1)(C1=CC=CC=C1)C1=CC=CC=C1 (methoxymethyltriphenylphosphonium chloride), C[O-].[Na+] (sodium methoxide). Run in CN(C=O)C (dimethylformamide), CN(C=O)C (dimethylformamide). Reaction conditions: time 10 minute. Yields the product COC=C(C(=O)OC)C=1C(=NC=CC1)OC1=NN(C=C1)C1=CC=C(C=C1)Cl (Methyl methoxy-[2-(1-(4-chlorophenyl)-3-pyrazolyloxy)pyridin-3-yl]acrylate). The yield is 57.2%. As a reaction SMILES: [Cl-].[CH3:2][O:3][CH2:4][P+](C1C=CC=CC=1)(C1C=CC=CC=1)C1C=CC=CC=1.C[O-].[Na+].[Cl:27][C:28]1[CH:33]=[CH:32][C:31]([N:34]2[CH:38]=[CH:37][C:36]([O:39][C:40]3[C:45]([C:46](=O)[C:47]([O:49][CH3:50])=[O:48])=[CH:44][CH:43]=[CH:42][N:41]=3)=[N:35]2)=[CH:30][CH:29]=1.O>CN(C)C=O>[CH3:2][O:3][CH:4]=[C:46]([C:45]1[C:40]([O:39][C:36]2[CH:37]=[CH:38][N:34]([C:31]3[CH:32]=[CH:33][C:28]([Cl:27])=[CH:29][CH:30]=3)[N:35]=2)=[N:41][CH:42]=[CH:43][CH:44]=1)[C:47]([O:49][CH3:50])=[O:48] |f:0.1,2.3|. Procedure details: At room temperature, a mixture of 1.86 g (5.4 mmol) of methoxymethyltriphenylphosphonium chloride and 0.98 g (5.4 mmol) of sodium methoxide solution (30% strength in methanol) in 15 ml of dimethylformamide was stirred for 10 minutes. Subsequently, the reaction mixture was admixed with 1.0 g (2.72 mmol) of methyl [2-(1-(4-chlorophenyl)-3-pyrazolyloxy)pyridin-3-yl]glyoxylate (Example 1a.) dissolved in 5 ml of dimethylformamide. The reaction mixture was stirred at room temperature for 2 hours and t... Starting materials: C1(CCCC1)CC(C1=CC=C(C=C1)S(=O)(=O)C)C1=CC=2C(=NC=C(C2)C(=O)O)N1 (2-[2-cyclopentyl-1-(4-methanesulfonyl-phenyl)-ethyl]-1H-pyrrolo[2,3-b]pyridin-5-carboxylic acid), C(C)(C)N (isopropylamine), CN1CCOCC1 (N-methylmorpholine), O.ON1N=NC2=C1C=CC=C2 (1-hydroxybenzotriazole hydrate), Cl.CN(CCCN=C=NCC)C (N-(3-dimethylaminopropyl)-N′-ethylcarbodiimide hydrochloride). Run in ClCCl (dichloromethane), CN(C=O)C (N,N-dimethylformamide), C(C)(=O)OCC (ethyl acetate). Conditions: temperature 25 celsius, time 14 hour. Yields the product C(C)(C)NC(=O)C=1C=C2C(=NC1)NC(=C2)C(CC2CCCC2)C2=CC=C(C=C2)S(=O)(=O)C (2-[2-cyclopentyl-1-(4-methanesulfonyl-phenyl)-ethyl]-1H-pyrrolo[2,3-b]pyridin-5-carboxylic acid isopropylamide). The yield is 36.7%. Reaction SMILES: [CH:1]1([CH2:6][CH:7]([C:18]2[NH:29][C:21]3=[N:22][CH:23]=[C:24]([C:26]([OH:28])=O)[CH:25]=[C:20]3[CH:19]=2)[C:8]2[CH:13]=[CH:12][C:11]([S:14]([CH3:17])(=[O:16])=[O:15])=[CH:10][CH:9]=2)[CH2:5][CH2:4][CH2:3][CH2:2]1.[CH:30]([NH2:33])([CH3:32])[CH3:31].CN1CCOCC1.O.ON1C2C=CC=CC=2N=N1.Cl.CN(C)CCCN=C=NCC>ClCCl.CN(C)C=O.C(OCC)(=O)C>[CH:30]([NH:33][C:26]([C:24]1[CH:25]=[C:20]2[CH:19]=[C:18]([CH:7]([C:8]3[CH:13]=[CH:12][C:11]([S:14]([CH3:17])(=[O:15])=[O:16])=[CH:10][CH:9]=3)[CH2:6][CH:1]3[CH2:5][CH2:4][CH2:3][CH2:2]3)[NH:29][C:21]2=[N:22][CH:23]=1)=[O:28])([CH3:32])[CH3:31] |f:3.4,5.6|. Reported procedure: To a solution of 2-[2-cyclopentyl-1-(4-methanesulfonyl-phenyl)-ethyl]-1H-pyrrolo[2,3-b]pyridin-5-carboxylic acid (200 mg, 0.48 mmol) and isopropylamine (50 μL, 0.62 mmol) in dichloromethane (1 mL), N,N-dimethylformamide (500 μL) and N-methylmorpholine (150 μL, 1.45 mmol) was added 1-hydroxybenzotriazole hydrate (132 mg, 0.97 mmol) followed by N-(3-dimethylaminopropyl)-N′-ethylcarbodiimide hydrochloride (186 mg, 0.97 mmol) in one portion. The mixture was then stirred at 25° C. for 14 h. The mixtu... Conditions: time 16 hour. Starting materials: BrC=1C=NC(=NC1)Cl (5-bromo-2-chloro pyrimidine), OC1CCC(CC1)C(=O)OCC (ethyl 4-hydroxycyclohexanoate), sodium hydride NaH. Procedure details: To a solution of 5-bromo-2-chloro pyrimidine (1.00 g, 5.17 mmol) and ethyl 4-hydroxycyclohexanoate (0.834 mL, 5.17 mmol) in DMF (20 mL) was added sodium hydride NaH (60% weight in mineral oil, 0.227 g, 5.69 mmol). The reaction mixture was stirred for 16 hours before being diluted with saturated aqueous sodium bicarbonate (50 mL), ethyl acetate (50 mL), and diethyl ether (50 mL). The layers were separated and the organic layer was washed with water (3×50 mL) and then brine (50 mL), dried over sod... Reaction SMILES: [Br:1][C:2]1[CH:3]=[N:4][C:5](Cl)=[N:6][CH:7]=1.[OH:9][CH:10]1[CH2:15][CH2:14][CH:13]([C:16]([O:18][CH2:19][CH3:20])=[O:17])[CH2:12][CH2:11]1>CN(C=O)C.C(=O)(O)[O-].[Na+].C(OCC)(=O)C.C(OCC)C>[Br:1][C:2]1[CH:3]=[N:4][C:5]([O:9][CH:10]2[CH2:11][CH2:12][CH:13]([C:16]([O:18][CH2:19][CH3:20])=[O:17])[CH2:14][CH2:15]2)=[N:6][CH:7]=1 |f:3.4|. The solvent is C([O-])(O)=O.[Na+] (sodium bicarbonate), C(C)(=O)OCC (ethyl acetate), C(C)OCC (diethyl ether), CN(C)C=O (DMF). Product: BrC=1C=NC(=NC1)OC1CCC(CC1)C(=O)OCC (ethyl 4-[(5-bromopyrimidin-2-yl)oxy]cyclohexanecarboxylate). The reactants are BrCc1cccc(Br)c1, Cc1nc2ccccc2[nH]1, CC(C)(C)[O-], CS(C)=O, CCOC(C)=O, [K+]. Yields the product Cc1nc2ccccc2n1Cc1cccc(Br)c1. RXN SMILES: [Br:7][c:8]1[cH:9][c:10]([CH2:11][Br:12])[cH:13][cH:14][cH:15]1.[CH3:16][c:17]1[nH:18][c:19]2[c:20]([n:21]1)[cH:22][cH:23][cH:24][cH:25]2.[CH3:1][C:2]([CH3:3])([O-:4])[CH3:5].[CH3:26][S:27]([CH3:28])=[O:29].[CH3:30][CH2:31][O:32][C:33](=[O:34])[CH3:35].[K+:6]>>[Br:7][c:8]1[cH:9][c:10]([CH2:11][n:18]2[c:17]([CH3:16])[n:21][c:20]3[c:19]2[cH:25][cH:24][cH:23][cH:22]3)[cH:13][cH:14][cH:15]1.